Dataset: the Open Reaction Database (ORD), a public repository of structured organic reaction records. Task: describe an organic reaction: reactants, conditions, products, and yield Starting materials: NC1=NC(=CC=C1OCC1=C(C=CC=C1F)Cl)C (2-amino-3-(2-chloro-6-fluorobenzyloxy)-6-methylpyridine), ClC1=CC=C(C=C1)N=C=S (4-chlorophenyl isothiocyanate), C1(=CC=CC=C1)C (toluene). The solvent is CCOCC (ether). Product: ClC1=C(COC=2C(=NC(=CC2)C)NC(=S)NC2=CC=C(C=C2)Cl)C(=CC=C1)F (N-[3-(2-Chloro-6-fluorobenzyloxy)-6-methylpyrid-2-yl]-N'-(4chlorophenyl)thiourea). RXN SMILES: [NH2:1][C:2]1[C:7]([O:8][CH2:9][C:10]2[C:15]([F:16])=[CH:14][CH:13]=[CH:12][C:11]=2[Cl:17])=[CH:6][CH:5]=[C:4]([CH3:18])[N:3]=1.[Cl:19][C:20]1[CH:25]=[CH:24][C:23]([N:26]=[C:27]=[S:28])=[CH:22][CH:21]=1.C1(C)C=CC=CC=1>CCOCC>[Cl:17][C:11]1[CH:12]=[CH:13][CH:14]=[C:15]([F:16])[C:10]=1[CH2:9][O:8][C:7]1[C:2]([NH:1][C:27]([NH:26][C:23]2[CH:24]=[CH:25][C:20]([Cl:19])=[CH:21][CH:22]=2)=[S:28])=[N:3][C:4]([CH3:18])=[CH:5][CH:6]=1. Reported procedure: A mixture of 2-amino-3-(2-chloro-6-fluorobenzyloxy)-6-methylpyridine (2.0 g, 0.0075 mol), 4-chlorophenyl isothiocyanate (1.53 g, 0.0089 mol) and toluene (10 ml) was heated under reflux for 2 hours, then cooled and diluted with ether to induce crystallisation of the product, which was triturated with ethanol. Yield 2.6 g (82%), m.p. 204°-205 ° C. Reactants: CC1(OCCO1)C(C(=O)NCCC1=CC=CC=C1)C (2-(2-Methyl-[1,3]dioxolan-2-yl)-N-phenethyl-propionamide), O.C1(=CC=C(C=C1)S(=O)(=O)O)C (p-toluenesulfonic acid monohydrate), O (water), C([O-])([O-])=O.[Na+].[Na+] (sodium carbonate). Run in CC(=O)C (Acetone). Run at time 8 hour. Yields the product CC(C(=O)NCCC1=CC=CC=C1)C(C)=O (2-methyl-3-oxo-N-phenethyl-butyramide). The yield is 51.7%. RXN SMILES: [CH3:1][C:2]1([CH:7]([CH3:19])[C:8]([NH:10][CH2:11][CH2:12][C:13]2[CH:18]=[CH:17][CH:16]=[CH:15][CH:14]=2)=[O:9])OCC[O:3]1.O.C1(C)C=CC(S(O)(=O)=O)=CC=1.O.C(=O)([O-])[O-].[Na+].[Na+]>CC(C)=O>[CH3:19][CH:7]([C:2](=[O:3])[CH3:1])[C:8]([NH:10][CH2:11][CH2:12][C:13]1[CH:18]=[CH:17][CH:16]=[CH:15][CH:14]=1)=[O:9] |f:1.2,4.5.6|. Procedure details: 2-(2-Methyl-[1,3]dioxolan-2-yl)-N-phenethyl-propionamide of Example 1c (0.40 g, 1.5 mmol) was added to p-toluenesulfonic acid monohydrate (0.48 g, 2.5 mmol) in water (20 mmol) under a nitrogen atmosphere at room temperature. Acetone (20 mL) was added, and the reaction mixture was stirred overnight at room temperature and then heated at 95° C. for 3 h. After cooling to room temperature, the solution was made basic with sodium carbonate (0.5 g). The acetone was removed at room temperature under va... Reactants: CCOCCOCCOCC, Cc1cc(C)cc(N)c1, CSc1nccc(=O)[nH]1. Product: Cc1cc(C)cc(Nc2nccc(=O)[nH]2)c1. As a reaction SMILES: [CH2:19]([O:20][CH2:21][CH2:22][O:23][CH2:24][CH2:25][O:26][CH2:27][CH3:28])[CH3:29].[CH3:10][c:11]1[cH:12][c:13]([NH2:14])[cH:15][c:16]([CH3:18])[cH:17]1.[CH3:1][S:2][c:3]1[n:4][cH:5][cH:6][c:7](=[O:9])[nH:8]1>>[c:3]1([NH:14][c:13]2[cH:12][c:11]([CH3:10])[cH:17][c:16]([CH3:18])[cH:15]2)[n:4][cH:5][cH:6][c:7](=[O:9])[nH:8]1. The reactants are IC=1C=C(C=CC1)C=1OC2=C(C(=CC(=C2C(C1)=O)O)O)[C@H]1[C@@H](N(CC1)C)CO ((+)-trans-2-(3-Iodo-phenyl)-5,7-dihydroxy-8-(2-hydroxymethyl-1-methyl-pyrrolidin-3-yl)-chromen-4-one), Cl (HCl). Run in CO (methanol). Product: Cl.IC=1C=C(C=CC1)C=1OC2=C(C(=CC(=C2C(C1)=O)O)O)[C@H]1[C@@H](N(CC1)C)CO ((+)-trans-2-(3-Iodo-phenyl)-5,7-dihydroxy-8-(2-hydroxymethyl-1-methyl-pyrrolidin-3-yl)-chromen-4-one hydrochloride). As a reaction SMILES: [I:1][C:2]1[CH:3]=[C:4]([C:8]2[O:9][C:10]3[C:15]([C:16](=[O:18])[CH:17]=2)=[C:14]([OH:19])[CH:13]=[C:12]([OH:20])[C:11]=3[C@@H:21]2[CH2:25][CH2:24][N:23]([CH3:26])[C@H:22]2[CH2:27][OH:28])[CH:5]=[CH:6][CH:7]=1.[ClH:29]>CO>[ClH:29].[I:1][C:2]1[CH:3]=[C:4]([C:8]2[O:9][C:10]3[C:15]([C:16](=[O:18])[CH:17]=2)=[C:14]([OH:19])[CH:13]=[C:12]([OH:20])[C:11]=3[C@@H:21]2[CH2:25][CH2:24][N:23]([CH3:26])[C@H:22]2[CH2:27][OH:28])[CH:5]=[CH:6][CH:7]=1 |f:3.4|. Procedure: The compound of example 69 (0.050 g, 0.101 mmol) was suspended in methanol (1 mL) and treated with ethereal HCl and the organic solvent was evaporated to afford the title salt.